This data is from the Open Reaction Database (ORD), a public repository of structured organic reaction records. The task is: describe an organic reaction: reactants, conditions, products, and yield Reactants: solution, C(=O)(Cl)Cl (phosgene), CC1=C(N)C(=CC=C1)C (2,6-dimethyl aniline). Run in C1(=CC=CC=C1)C (toluene), C1(=CC=CC=C1)C (toluene). The product is CC1=C(C(=CC=C1)C)N=C=O (2,6-dimethyl phenyl isocyanate). Isolated yield 76.0%. RXN SMILES: [CH3:1][C:2]1[CH:8]=[CH:7][CH:6]=[C:5]([CH3:9])[C:3]=1[NH2:4].[C:10](Cl)(Cl)=[O:11]>C1(C)C=CC=CC=1>[CH3:1][C:2]1[CH:8]=[CH:7][CH:6]=[C:5]([CH3:9])[C:3]=1[N:4]=[C:10]=[O:11]. Reported procedure: 7 g (0.05 mole) of 2,6-dimethyl aniline dissolved in 20 ml of toluene are added dropwise to a 20% solution of phosgene in toluene (1.5 equivalents) maintained at 0° in an ice bath. The mixture is then heated at reflux for 3 h. The mixture is concentrated and the residue is distilled under vacuum. B.p.=100°/13 mm Hg. Yield: 76%. Starting materials: C1CCOC1, COc1cc(C(C)C)c(Oc2cnc(N)nc2N)cc1C#C[Si](C)(C)C, [Cs+], [F-], O. Product: C#Cc1cc(Oc2cnc(N)nc2N)c(C(C)C)cc1OC. Reaction SMILES: [CH2:29]1[O:30][CH2:31][CH2:32][CH2:33]1.[CH:1]([CH3:2])([CH3:3])[c:4]1[c:5]([O:6][c:7]2[c:8]([NH2:14])[n:9][c:10]([NH2:13])[n:11][cH:12]2)[cH:15][c:16]([C:21]#[C:22][Si:23]([CH3:24])([CH3:25])[CH3:26])[c:17]([O:19][CH3:20])[cH:18]1.[Cs+:28].[F-:27].[OH2:34]>>[CH:1]([CH3:2])([CH3:3])[c:4]1[c:5]([O:6][c:7]2[c:8]([NH2:14])[n:9][c:10]([NH2:13])[n:11][cH:12]2)[cH:15][c:16]([C:21]#[CH:22])[c:17]([O:19][CH3:20])[cH:18]1. The reactants are C(C)#N (acetonitrile), ClC1=C(C(=NC=C1)N1CCN2C=3[C@H]4CC[C@@H](C3C=C2C1=O)C4)C=O (4-Chloro-2-[(1S,11R)-7-oxo-3,6-diazatetracyclo[9.2.1.02,10.03,8]tetradeca-2(10),8-dien-6-yl]pyridine-3-carbaldehyde), CN1C(C(=CC(=C1)B1OC(C(O1)(C)C)(C)C)NC1=NC=C(C=C1)N1[C@H](CN(CC1)C1COC1)C)=O ((S)-1-methyl-3-(5-(2-methyl-4-(oxetan-3-yl)piperazin-1-yl) pyridin-2-ylamino)-5-(4,4,5,5-tetramethyl-1,3,2-dioxaborolan-2-yl)pyridin-2(1H)-one), C(C)(=O)[O-].[K+] (potassium acetate). The reagents and catalysts are C1=CC=C(C=C1)P([C-]2C=CC=C2)C3=CC=CC=C3.C1=CC=C(C=C1)P([C-]2C=CC=C2)C3=CC=CC=C3.Cl[Pd]Cl.[Fe+2] (1,1′-bis(diphenylphosphino)ferrocenedichloropalladium(II)). The solvent is O (water). Conditions: temperature 80 celsius. The product is CN1C=C(C=C(C1=O)NC1=NC=C(C=C1)N1[C@H](CN(CC1)C1COC1)C)C1=C(C(=NC=C1)N1CCN2C=3[C@H]4CC[C@@H](C3C=C2C1=O)C4)C=O (4-[1-Methyl-5-({5-[(2S)-2-methyl-4-(oxetan-3-yl)piperazin-1-yl]pyridin-2-yl}amino)-6-oxo-1,6-dihydropyridin-3-yl]-2-[(1S,11R)-7-oxo-3,6-diazatetracyclo[9.2.1.02,10.03,8]tetradeca-2(10),8-dien-6-yl]pyridine-3-carbaldehyde). The yield is 28.8%. As a reaction SMILES: C(#N)C.Cl[C:5]1[CH:10]=[CH:9][N:8]=[C:7]([N:11]2[C:23](=[O:24])[C:22]3[N:14]([C:15]4[C@@H:16]5[CH2:25][C@H:19]([C:20]=4[CH:21]=3)[CH2:18][CH2:17]5)[CH2:13][CH2:12]2)[C:6]=1[CH:26]=[O:27].[CH3:28][N:29]1[CH:34]=[C:33](B2OC(C)(C)C(C)(C)O2)[CH:32]=[C:31]([NH:44][C:45]2[CH:50]=[CH:49][C:48]([N:51]3[CH2:56][CH2:55][N:54]([CH:57]4[CH2:60][O:59][CH2:58]4)[CH2:53][C@@H:52]3[CH3:61])=[CH:47][N:46]=2)[C:30]1=[O:62].C([O-])(=O)C.[K+]>C1C=CC(P(C2C=CC=CC=2)[C-]2C=CC=C2)=CC=1.C1C=CC(P(C2C=CC=CC=2)[C-]2C=CC=C2)=CC=1.Cl[Pd]Cl.[Fe+2].O>[CH3:28][N:29]1[C:30](=[O:62])[C:31]([NH:44][C:45]2[CH:50]=[CH:49][C:48]([N:51]3[CH2:56][CH2:55][N:54]([CH:57]4[CH2:58][O:59][CH2:60]4)[CH2:53][C@@H:52]3[CH3:61])=[CH:47][N:46]=2)=[CH:32][C:33]([C:5]2[CH:10]=[CH:9][N:8]=[C:7]([N:11]3[C:23](=[O:24])[C:22]4[N:14]([C:15]5[C@@H:16]6[CH2:25][C@H:19]([C:20]=5[CH:21]=4)[CH2:18][CH2:17]6)[CH2:13][CH2:12]3)[C:6]=2[CH:26]=[O:27])=[CH:34]1 |f:3.4,5.6.7.8|. Reported procedure: A 50-mL single-neck round-bottomed flask equipped with a magnetic stirrer and a reflux condenser was charged with acetonitrile (30 mL), 4-chloro-2-[(1S,11R)-7-oxo-3,6-diazatetracyclo[9.2.1.02,10.03,8]tetradeca-2(10),8-dien-6-yl]pyridine-3-carbaldehyde 167g (170 mg, 0.50 mmol), (S)-1-methyl-3-(5-(2-methyl-4-(oxetan-3-yl)piperazin-1-yl)pyridin-2-ylamino)-5-(4,4,5,5-tetramethyl-1,3,2-dioxaborolan-2-yl)pyridin-2(1H)-one 130f (336 mg, 0.70 mmol), water (3 mL), and potassium acetate (147 mg, 1.5 mmol)... Starting materials: ClC(Cl)(Cl)Cl, OCc1ccccc1Cc1ccccc1, BrP(Br)Br. The product is BrCc1ccccc1Cc1ccccc1. RXN SMILES: [C:20]([Cl:21])([Cl:22])([Cl:23])[Cl:24].[CH2:5]([c:6]1[cH:7][cH:8][cH:9][cH:10][cH:11]1)[c:12]1[c:13]([CH2:14][OH:15])[cH:16][cH:17][cH:18][cH:19]1.[P:1]([Br:2])([Br:3])[Br:4]>>[Br:2][CH2:14][c:13]1[c:12]([CH2:5][c:6]2[cH:7][cH:8][cH:9][cH:10][cH:11]2)[cH:19][cH:18][cH:17][cH:16]1.